Dataset: the Open Reaction Database (ORD), a public repository of structured organic reaction records. Task: describe an organic reaction: reactants, conditions, products, and yield The reactants are Fc1ccc(Br)nc1, [Li]CCCC, Cc1ccccc1, [Cl-], [NH4+], CN(C)C=O. Yields the product O=Cc1ccc(F)cn1. Reaction SMILES: [Br:1][c:2]1[n:3][cH:4][c:5]([F:8])[cH:6][cH:7]1.[CH2:9]([Li:10])[CH2:11][CH2:12][CH3:13].[CH3:21][c:22]1[cH:23][cH:24][cH:25][cH:26][cH:27]1.[Cl-:19].[NH4+:20].[O:14]=[CH:15][N:16]([CH3:17])[CH3:18]>>[c:2]1([CH:15]=[O:14])[n:3][cH:4][c:5]([F:8])[cH:6][cH:7]1. Starting materials: N/C=1/C\C(=C/C2=C(\N1)C=C(C=C2)Br)\C(=O)N(CCC)CCC ((1E,4E)-2-amino-8-bromo-N,N-dipropyl-3H-benzo[b]azepine-4-carboxamide), COC(=O)C1=CC=C(C=C1)B(O)O (4-(methoxycarbonyl)phenylboronic acid), C([O-])([O-])=O.[K+].[K+] (potassium carbonate), C(C)#N (acetonitrile), COC(=O)C1=CC=C(C=C1)B(O)O (4-(methoxycarbonyl)phenylboronic acid). The reagents and catalysts are C=1C=CC(=CC1)[P](C=2C=CC=CC2)(C=3C=CC=CC3)[Pd]([P](C=4C=CC=CC4)(C=5C=CC=CC5)C=6C=CC=CC6)([P](C=7C=CC=CC7)(C=8C=CC=CC8)C=9C=CC=CC9)[P](C=1C=CC=CC1)(C=1C=CC=CC1)C=1C=CC=CC1 (tetrakis(triphenylphosphine)palladium(0)). The solvent is CCOC(=O)C (EtOAc). Reaction conditions: temperature 100 celsius. Product: N/C=1/C\C(=C/C2=C(\N1)C=C(C=C2)C2=CC=C(C=C2)CC(=O)OCC)\C(N(CCC)CCC)=O (Ethyl 2-(4-((1E,4E)-2-amino-4-(dipropylcarbamoyl)-3H-benzo[b]azepin-8-yl)phenyl)acetate). Yield: 20.0%. Reaction SMILES: CO[C:3]([C:5]1[CH:10]=[CH:9][C:8](B(O)O)=[CH:7][CH:6]=1)=O.[NH2:14][C:15]1[CH2:16][C:17]([C:27]([N:29]([CH2:33][CH2:34][CH3:35])[CH2:30][CH2:31][CH3:32])=[O:28])=[CH:18][C:19]2[CH:25]=[CH:24][C:23](Br)=[CH:22][C:20]=2[N:21]=1.[C:36](=[O:39])([O-])[O-:37].[K+].[K+].[C:42](#N)[CH3:43]>CCOC(C)=O.C1C=CC([P]([Pd]([P](C2C=CC=CC=2)(C2C=CC=CC=2)C2C=CC=CC=2)([P](C2C=CC=CC=2)(C2C=CC=CC=2)C2C=CC=CC=2)[P](C2C=CC=CC=2)(C2C=CC=CC=2)C2C=CC=CC=2)(C2C=CC=CC=2)C2C=CC=CC=2)=CC=1>[NH2:14][C:15]1[CH2:16][C:17]([C:27](=[O:28])[N:29]([CH2:33][CH2:34][CH3:35])[CH2:30][CH2:31][CH3:32])=[CH:18][C:19]2[CH:25]=[CH:24][C:23]([C:8]3[CH:7]=[CH:6][C:5]([CH2:3][C:36]([O:37][CH2:42][CH3:43])=[O:39])=[CH:10][CH:9]=3)=[CH:22][C:20]=2[N:21]=1 |f:2.3.4,^1:54,56,75,94|. Reported procedure: Ethyl 2-(4-((1E,4E)-2-amino-4-(dipropylcarbamoyl)-3H-benzo[b]azepin-8-yl)phenyl)acetate (20%) was prepared as follows, substituting ethyl 2-(4-(4,4,5,5-tetramethyl-1,3,2-dioxaborolan-2-yl)phenyl)acetate for 4-(methoxycarbonyl)phenylboronic acid. (1E,4E)-2-amino-8-bromo-N,N-dipropyl-3H-benzo[b]azepine-4-carboxamide (75.0 mgs, 0.206 mmol), 4-(methoxycarbonyl)phenylboronic acid (55.6 mgs, 0.309 mmol, tetrakis(triphenylphosphine)palladium(0) (23.8 mgs, 0.021 mmol), 2M aqueous potassium carbonate (0.... As a reaction SMILES: [CH2:1]([O:3][C:4](=[O:21])[CH2:5][CH2:6][C:7]1([CH2:14][CH2:15][C:16]([O:18][CH2:19][CH3:20])=[O:17])[S:11][CH:10]([CH2:12][SH:13])[CH2:9][S:8]1)[CH3:2].[CH2:22]([C:25]1[C:37]([OH:38])=[C:36]([C:39](=[O:41])[CH3:40])[CH:35]=[CH:34][C:26]=1[O:27][CH2:28][CH2:29][CH2:30][CH2:31][CH2:32]Br)[CH2:23][CH3:24].C(=O)([O-])[O-].[K+].[K+]>C(C(C)=O)C>[C:39]([C:36]1[CH:35]=[CH:34][C:26]([O:27][CH2:28][CH2:29][CH2:30][CH2:31][CH2:32][S:13][CH2:12][CH:10]2[CH2:9][S:8][C:7]([CH2:14][CH2:15][C:16]([O:18][CH2:19][CH3:20])=[O:17])([CH2:6][CH2:5][C:4]([O:3][CH2:1][CH3:2])=[O:21])[S:11]2)=[C:25]([CH2:22][CH2:23][CH3:24])[C:37]=1[OH:38])(=[O:41])[CH3:40] |f:2.3.4|. Reactants: C([O-])([O-])=O.[K+].[K+] (potassium carbonate), C(C)OC(CCC1(SCC(S1)CS)CCC(=O)OCC)=O (Diethyl-4-(mercaptomethyl)-1,3-dithiolane-2,2-dipropanoate), C(CC)C1=C(OCCCCCBr)C=CC(=C1O)C(C)=O (5-(2-n-propyl-3-hydroxy-4-acetylphenoxy)-1-bromopentane). Yield: 75.0%. Procedure: The title compound was prepared according to the procedure of Example 2 using the mercaptan produced in Example 31 (0.5 g, 0.0014 mol), 5-(2-n-propyl-3-hydroxy-4-acetylphenoxy)-1-bromopentane (described in U.S. Pat. No. 4,565,882, Example 1) (0.484 g, 0.0014 mol) and anhydrous potassium carbonate (0.70 g) in methyl ethyl ketone (5 ml). The crude product was chromatographed on silica gel using 30% ethyl acetate/hexane as eluent to give 0.52 g (75%) of the product as an oil. Solvent: C(C)C(=O)C (methyl ethyl ketone). The product is C(C)(=O)C1=C(C(=C(OCCCCCSCC2SC(SC2)(CCC(=O)OCC)CCC(=O)OCC)C=C1)CCC)O (Diethyl 4-[[[5-(4-acetyl-3-hydroxy-2-propylphenoxy)pentyl]thio]methyl]-1,3-dithiolane-2,2-dipropanoate), product. Reactants: COC=1C=C(C=C(C1OC)OC)CCC(=O)O (3-(3,4,5-trimethoxyphenyl)propionic acid), [Li+].CC(C)[N-]C(C)C (LDA), Cl (hydrochloric acid). Solvent: C1CCOC1 (THF). Reaction conditions: temperature 0 celsius, time 3 hour. The product is COC=1C=C2CC(C(C2=C(C1OC)OC)=O)CCCCCCC1C(C2=C(C(=C(C=C2C1)OC)OC)OC)=O (5,6,7-Trimethoxy-2-[6-(5,6,7-trimethoxy-1-oxo-2,3-dihydro-1H-2-indenyl)hexyl]-1-indanone). RXN SMILES: [CH3:1][O:2][C:3]1[CH:4]=[C:5]([CH2:13][CH2:14][C:15]([OH:17])=O)[CH:6]=[C:7]([O:11][CH3:12])[C:8]=1[O:9][CH3:10].[Li+].CC([N-][CH:23]([CH3:25])[CH3:24])C.Cl>C1COCC1>[CH3:12][O:11][C:7]1[CH:6]=[C:5]2[C:4](=[C:3]([O:2][CH3:1])[C:8]=1[O:9][CH3:10])[C:15](=[O:17])[CH:14]([CH2:24][CH2:23][CH2:25][CH2:25][CH2:23][CH2:24][CH:14]1[CH2:13][C:5]3[C:4](=[C:3]([O:2][CH3:1])[C:8]([O:9][CH3:10])=[C:7]([O:11][CH3:12])[CH:6]=3)[C:15]1=[O:17])[CH2:13]2 |f:1.2|. Procedure details: To a solution of 3-(3,4,5-trimethoxyphenyl)propionic acid (12 g) in THF (200 ml) was dropwise added LDA (1.9 M/THF solution; 60 ml) while temperature of the reaction mixture was kept under −10° C. After being stirred at 0° C. for 3 hr, the reaction mixture was acidified to pH3 with 2N hydrochloric acid and extracted with ethyl acetate. The organic layer was washed with water, dried and concentrated in vacuo. Polyphosphoric acid (100 ml) was added to the residue and the reaction mixture was stirr... Reaction SMILES: [CH:16]([Cl:17])([Cl:18])[Cl:19].[I:5][c:6]1[cH:7][c:8]([C:9](=[O:10])[OH:11])[cH:12][cH:13][c:14]1[CH3:15].[S:1]([Cl:2])([Cl:3])=[O:4]>>[Cl:3][C:9]([c:8]1[cH:7][c:6]([I:5])[c:14]([CH3:15])[cH:13][cH:12]1)=[O:10]. Starting materials: ClC(Cl)Cl, Cc1ccc(C(=O)O)cc1I, O=S(Cl)Cl. The product is Cc1ccc(C(=O)Cl)cc1I. The reactants are C(=O)(O)C12CCC(CC1)(CC2)NCC(=O)N2[C@@H](C[C@@H](C2)F)C#N ((2S,4S)-1-[[N-(4-carboxybicyclo[2.2.2]oct-1-yl)amino]acetyl]-4-fluoropyrrolidine-2-carbonitrile), NC1=CC=C(C(=O)OC(C)(C)C)C=C1 (1,1-dimethylethyl 4-aminobenzoate). The product is F[C@H]1C[C@H](N(C1)C(CNC12CCC(CC1)(CC2)C(=O)NC2=CC=C(C=C2)C(=O)OC(C)(C)C)=O)C#N ((2S,4S)-4-fluoro-1-[[N-[4-[N-[4-(1,1-dimethylethyloxycarbonyl)phenyl]amino]carbonylbicyclo[2.2.2]oc t-1-yl]amino]acetyl]pyrrolidine-2-carbonitrile). The yield is 10.9%. Reaction SMILES: [C:1]([C:4]12[CH2:11][CH2:10][C:7]([NH:12][CH2:13][C:14]([N:16]3[CH2:20][C@@H:19]([F:21])[CH2:18][C@H:17]3[C:22]#[N:23])=[O:15])([CH2:8][CH2:9]1)[CH2:6][CH2:5]2)(O)=[O:2].[NH2:24][C:25]1[CH:37]=[CH:36][C:28]([C:29]([O:31][C:32]([CH3:35])([CH3:34])[CH3:33])=[O:30])=[CH:27][CH:26]=1>>[F:21][C@@H:19]1[CH2:20][N:16]([C:14](=[O:15])[CH2:13][NH:12][C:7]23[CH2:6][CH2:5][C:4]([C:1]([NH:24][C:25]4[CH:26]=[CH:27][C:28]([C:29]([O:31][C:32]([CH3:35])([CH3:34])[CH3:33])=[O:30])=[CH:36][CH:37]=4)=[O:2])([CH2:9][CH2:8]2)[CH2:11][CH2:10]3)[C@H:17]([C:22]#[N:23])[CH2:18]1. Procedure: In a similar manner to Example 63, (2S,4S)-1-[[N-(4-carboxybicyclo[2.2.2]oct-1-yl)amino]acetyl]-4-fluoropyrrolidine-2-carbonitrile (120 mg) and 1,1-dimethylethyl 4-aminobenzoate (158 mg) were used to obtain (2S,4S)-4-fluoro-1-[[N-[4-[N-[4-(1,1-dimethylethyloxycarbonyl)phenyl]amino]carbonylbicyclo[2.2.2]oc t-1-yl]amino]acetyl]pyrrolidine-2-carbonitrile (20.1 mg). The reactants are NC=1SC2=C(N1)C=CC=C2 (2-Aminobenzothiazole), [N-]=C=O (isocyanate). Run in C(Cl)(Cl)Cl (chloroform). The product is 5-Fluoro-3,4-dihydro-2,4-dioxo-N-{6-[3-(benzothiazole-2-yl)ureido]hexyl}, N1C(N=CC=C1)C(=O)N (2H-pyrimidinecarboxamide). Yield: 40.0%. Reaction SMILES: [NH2:1][C:2]1S[C:4]2[CH:10]=CC=C[C:5]=2[N:6]=1.[N-:11]=[C:12]=[O:13]>C(Cl)(Cl)Cl>[NH:6]1[CH:5]=[CH:4][CH:10]=[N:1][CH:2]1[C:12]([NH2:11])=[O:13]. Procedure details: After cooling the reactant, the residue obtained under reduced pressure was dissolved into chloroform, and insolubles were removed. The filtrate was concentrated to about 30 ml. 2-Aminobenzothiazole (3.35 g, 22.3 mmol) was added into the obtained filtrate which contained an isocyanate derivative, and the mixture was refluxed for one hour. After cooling, crystals were filtered. The obtained crystals were washed with methanol and vacuum-dried. 5-Fluoro-3,4-dihydro-2,4-dioxo-N-{6-[3-(benzothiazole-... Starting materials: ClC=1C=C(C(=O)O)C=CC1C(NC1=CC(=C(C=C1)Cl)C1=NC=CC=C1)=O (3-chloro-4-(4-chloro-3-(pyridin-2-yl)phenylcarbamoyl)benzoic acid), CNCC1=CC=CC=C1 (N-methyl-1-phenylmethanamine). The product is C(C1=CC=CC=C1)N(C(C1=CC(=C(C(=O)NC2=CC(=C(C=C2)Cl)C2=NC=CC=C2)C=C1)Cl)=O)C (N4-benzyl-2-chloro-N1-(4-chloro-3-(pyridin-2-yl)phenyl)-N4-methylterephthalamide). As a reaction SMILES: [Cl:1][C:2]1[CH:3]=[C:4]([CH:8]=[CH:9][C:10]=1[C:11](=[O:26])[NH:12][C:13]1[CH:18]=[CH:17][C:16]([Cl:19])=[C:15]([C:20]2[CH:25]=[CH:24][CH:23]=[CH:22][N:21]=2)[CH:14]=1)[C:5](O)=[O:6].[CH3:27][NH:28][CH2:29][C:30]1[CH:35]=[CH:34][CH:33]=[CH:32][CH:31]=1>>[CH2:29]([N:28]([CH3:27])[C:5](=[O:6])[C:4]1[CH:8]=[CH:9][C:10]([C:11]([NH:12][C:13]2[CH:18]=[CH:17][C:16]([Cl:19])=[C:15]([C:20]3[CH:25]=[CH:24][CH:23]=[CH:22][N:21]=3)[CH:14]=2)=[O:26])=[C:2]([Cl:1])[CH:3]=1)[C:30]1[CH:35]=[CH:34][CH:33]=[CH:32][CH:31]=1. Reported procedure: 40 mg of 3-chloro-4-(4-chloro-3-(pyridin-2-yl)phenylcarbamoyl)benzoic acid was coupled to N-methyl-1-phenylmethanamine via Procedure G. The crude product was purified on reverse phase HPLC to yield N4-benzyl-2-chloro-N1-(4-chloro-3-(pyridin-2-yl)phenyl)-N4-methylterephthalamide. Reactants: BrCC(=O)OCC (ethyl bromoacetate), [H-].[Na+] (sodium hydride), C1(=CC=CC=C1)C=1C=C2N(N1)C=CN2 (6-phenyl-1H-imidazo[1,2-b]-pyrazole). The solvent is CN(C=O)C (dimethylformamide), CN(C=O)C (dimethylformamide), CN(C=O)C (dimethylformamide). Conditions: time 1 hour. The product is C(C)OC(=O)CN1C=CN2N=C(C=C21)C2=CC=CC=C2 (1-Ethoxycarbonylmethyl-6-phenylimidazo[1,2-b]-pyrazole). As a reaction SMILES: [C:1]1([C:7]2[CH:8]=[C:9]3[NH:14][CH:13]=[CH:12][N:10]3[N:11]=2)[CH:6]=[CH:5][CH:4]=[CH:3][CH:2]=1.[H-].[Na+].Br[CH2:18][C:19]([O:21][CH2:22][CH3:23])=[O:20]>CN(C)C=O>[CH2:22]([O:21][C:19]([CH2:18][N:14]1[C:9]2[N:10]([N:11]=[C:7]([C:1]3[CH:2]=[CH:3][CH:4]=[CH:5][CH:6]=3)[CH:8]=2)[CH:12]=[CH:13]1)=[O:20])[CH3:23] |f:1.2|. Procedure details: A solution of 0.4 g of 6-phenyl-1H-imidazo[1,2-b]-pyrazole in 10 ml of dimethylformamide was slowly added dropwise, whilst stirring at room temperature, to 96 mg of a 55% w/w suspension of sodium hydride in mineral oil, which was itself suspended in 10 ml of dimethylformamide, and then the mixture was stirred for a further 1 hour. At the end of this time, 0.24 ml of ethyl bromoacetate and 10 ml of dimethylformamide were added, and then the whole mixture was stirred at room temperature for 3 hour... Starting materials: O=C([O-])O, CCOC(C)=O, NC(Cc1ccccc1C(F)(F)F)C(O)c1ccc(F)cc1, [Na+], O, O=C(Cl)c1cccc2ccccc12. Yields the product O=C(NC(Cc1ccccc1C(F)(F)F)C(O)c1ccc(F)cc1)c1cccc2ccccc12. As a reaction SMILES: [C:36](=[O:37])([O-:38])[OH:39].[CH3:41][CH2:42][O:43][C:44](=[O:45])[CH3:46].[NH2:1][CH:2]([CH:3]([OH:4])[c:5]1[cH:6][cH:7][c:8]([F:11])[cH:9][cH:10]1)[CH2:12][c:13]1[c:14]([C:19]([F:20])([F:21])[F:22])[cH:15][cH:16][cH:17][cH:18]1.[Na+:40].[OH2:47].[c:23]1([C:33](=[O:34])[Cl:35])[cH:24][cH:25][cH:26][c:27]2[cH:28][cH:29][cH:30][cH:31][c:32]12>>[NH:1]([CH:2]([CH:3]([OH:4])[c:5]1[cH:6][cH:7][c:8]([F:11])[cH:9][cH:10]1)[CH2:12][c:13]1[c:14]([C:19]([F:20])([F:21])[F:22])[cH:15][cH:16][cH:17][cH:18]1)[C:33]([c:23]1[cH:24][cH:25][cH:26][c:27]2[cH:28][cH:29][cH:30][cH:31][c:32]12)=[O:34].